describe an organic reaction: reactants, conditions, products, and yield From a dataset of the Open Reaction Database (ORD), a public repository of structured organic reaction records. Reactants: C(CCC)[Li] (n-butyllithium), C(CCC)[Li] (n-butyllithium), C(C)(=O)C1=CC=CC=C1 (acetophenone), CC=1N=CSC1 (4-Methylthiazole), C[Si](C)(C)Cl (trimethylsilylchloride), C(O)([O-])=O.[Na+] (sodium hydrogen carbonate). Run in O1CCCC1 (tetrahydrofuran). Reaction conditions: time 30 minute. The product is CC=1N=CSC1C(C)(O)C1=CC=CC=C1 (1-(4-Methyl-5-thiazolyl)-1-phenylethanol). RXN SMILES: [CH3:1][C:2]1[N:3]=[CH:4][S:5][CH:6]=1.C([Li])CCC.C[Si](Cl)(C)C.[C:17]([C:20]1[CH:25]=[CH:24][CH:23]=[CH:22][CH:21]=1)(=[O:19])[CH3:18].C(=O)([O-])O.[Na+]>O1CCCC1>[CH3:1][C:2]1[N:3]=[CH:4][S:5][C:6]=1[C:17]([C:20]1[CH:25]=[CH:24][CH:23]=[CH:22][CH:21]=1)([OH:19])[CH3:18] |f:4.5|. Procedure details: 4-Methylthiazole (log) in dry tetrahydrofuran (50ml) at -70° C. was stirred under a nitrogen atmosphere and n-butyllithium (2.5M solution in hexane, 44.4 ml) was added dropwise. After 30 minutes, trimethylsilylchloride (12.8 ml) was added and the reaction mixture was allowed to warm to room temperature. After 30 minutes the mixture was cooled to -70° C. and n-butyllithium (44.4ml) was added dropwise. After 30 minutes, acetophenone (12.9ml) was added dropwise and the mixture stirred at -70° C. fo... The reactants are ClCCl, O=S(=O)(OS(=O)(=O)C(F)(F)F)C(F)(F)F, [Na+], O=C([O-])O, CCOC(=O)c1cc(O)nc2c1cnn2C(C)C, c1ccncc1. Yields the product CCOC(=O)c1cc(OS(=O)(=O)C(F)(F)F)nc2c1cnn2C(C)C. RXN SMILES: [Cl:45][CH2:46][Cl:47].[F:1][C:2]([F:3])([F:4])[S:5](=[O:6])(=[O:7])[O:8][S:9]([C:10]([F:11])([F:12])[F:13])(=[O:14])=[O:15].[Na+:44].[O-:40][C:41]([OH:42])=[O:43].[OH:16][c:17]1[cH:18][c:19]([C:29](=[O:30])[O:31][CH2:32][CH3:33])[c:20]2[c:21]([n:22]1)[n:23]([CH:26]([CH3:27])[CH3:28])[n:24][cH:25]2.[cH:34]1[cH:35][cH:36][n:37][cH:38][cH:39]1>>[F:1][C:2]([F:3])([F:4])[S:5](=[O:6])(=[O:7])[O:8][c:17]1[cH:18][c:19]([C:29](=[O:30])[O:31][CH2:32][CH3:33])[c:20]2[c:21]([n:22]1)[n:23]([CH:26]([CH3:27])[CH3:28])[n:24][cH:25]2. The reactants are D(−)-diethyl tartrate, compound ( 4-10 ), OCC(=C)CC(CC[C@@H](C)[C@H]1CCC2C(CCC[C@]12C)O[Si](C)(C)C)O[Si](C)(C)C(C)(C)C ((7R)-2-hydroxymethyl-4-(t-butyldimethylsilyloxy)-7-[(1R, 7aR)-octahydro-4-trimethylsilyloxy-7a-methyl-1H-inden-1-yl]-octene), aqueous solution, C(C(O)C(O)C(=O)O)(=O)O (tartaric acid). The reagents and catalysts are CC([O-])C.CC([O-])C.CC([O-])C.CC([O-])C.[Ti+4] (titanium tetraisopropoxide). Solvent: ClCCl (dichloromethane), ClCCl (dichloromethane), ClCCl (dichloromethane). Conditions: temperature -20 celsius. The product is desired product ( 4-11 ), O1C[C@@]1(CC(CC[C@@H](C)[C@H]1CCC2C(CCC[C@]12C)O[Si](C)(C)C)O[Si](C)(C)C(C)(C)C)CO ((7R, 2R)-1,2-epoxy-2-hydroxymethyl-4-(t-butyldimethylsilyloxy)-7-[(1R,7aR)-octahydro-4-trimethylsilyloxy-7a-methyl-1H-inden-1-yl]-octane). The yield is 94.0%. Reaction SMILES: [OH:1][CH2:2][C:3]([CH2:5][CH:6]([O:26][Si:27]([C:30]([CH3:33])([CH3:32])[CH3:31])([CH3:29])[CH3:28])[CH2:7][CH2:8][C@H:9]([C@@H:11]1[C@:19]2([CH3:20])[CH:14]([CH:15]([O:21][Si:22]([CH3:25])([CH3:24])[CH3:23])[CH2:16][CH2:17][CH2:18]2)[CH2:13][CH2:12]1)[CH3:10])=[CH2:4].C(O)(=O)C(C(C(O)=O)O)[OH:36]>ClCCl.CC(C)[O-].CC(C)[O-].CC(C)[O-].CC(C)[O-].[Ti+4]>[O:1]1[C@@:3]([CH2:4][OH:36])([CH2:5][CH:6]([O:26][Si:27]([C:30]([CH3:32])([CH3:31])[CH3:33])([CH3:29])[CH3:28])[CH2:7][CH2:8][C@H:9]([C@@H:11]2[C@:19]3([CH3:20])[CH:14]([CH:15]([O:21][Si:22]([CH3:23])([CH3:24])[CH3:25])[CH2:16][CH2:17][CH2:18]3)[CH2:13][CH2:12]2)[CH3:10])[CH2:2]1 |f:3.4.5.6.7|. Procedure: A 20 ml amount of dichloromethane was placed in a 200 ml eggplant-shaped flask, 1.36 ml of titanium tetraisopropoxide was added, then the solution was cooled to −20° C. and stirred. Thereafter, 1.05 g of D(−)-diethyl tartrate dissolved in 5 ml of dichloromethane and the solution stirred at −25° C. for 20 minutes was placed and then, 2.14 g of the compound (4-10), (7R)-2-hydroxymethyl-4-(t-butyldimethylsilyloxy)-7-[(1R, 7aR)-octahydro-4-trimethylsilyloxy-7a-methyl-1H-inden-1-yl]-octene, dissolved... Yields the product O=C(O)CCC(=O)NCc1ccccc1. RXN SMILES: [CH2:16]1[O:17][CH2:18][CH2:19][CH2:20]1.[CH2:1]([c:2]1[cH:3][cH:4][cH:5][cH:6][cH:7]1)[NH2:8].[O:9]=[C:10]1[CH2:11][CH2:12][C:13](=[O:14])[O:15]1>>[CH2:1]([c:2]1[cH:3][cH:4][cH:5][cH:6][cH:7]1)[NH:8][C:13]([CH2:12][CH2:11][C:10](=[O:9])[OH:15])=[O:14]. The reactants are C1CCOC1, NCc1ccccc1, O=C1CCC(=O)O1. Reactants: C(C)N(CC)CC1=C(C(=C2C(=N1)SC=1CNCCC12)C1=CC(=C(C=C1)OC)OC)C(=O)OCC (ethyl 2-(N,N-diethylaminomethyl)-4-(3,4-dimethoxyphenyl)-5,6,7,8-tetrahydrothieno-[2,3-b:5,4-c']dipyridine-3-carboxylate), CN=C=O (methyl isocyanate). Run in O1CCCC1 (tetrahydrofuran). Run at time 5 hour. The product is C(C)N(CC)CC1=C(C(=C2C(=N1)SC=1CN(CCC12)C(NC)=O)C1=CC(=C(C=C1)OC)OC)C(=O)OCC (ethyl 2-(N,N-diethylaminomethyl)-4-(3,4-dimethoxyphenyl)-7-methylcarbamoyl-5,6,7,8-tetrahydrothieno[2,3-b:5,4-c']dipyridine-3-carboxylate). Yield: 22.0%. Reaction SMILES: [CH2:1]([N:3]([CH2:6][C:7]1[N:12]=[C:11]2[S:13][C:14]3[CH2:15][NH:16][CH2:17][CH2:18][C:19]=3[C:10]2=[C:9]([C:20]2[CH:25]=[CH:24][C:23]([O:26][CH3:27])=[C:22]([O:28][CH3:29])[CH:21]=2)[C:8]=1[C:30]([O:32][CH2:33][CH3:34])=[O:31])[CH2:4][CH3:5])[CH3:2].[CH3:35][N:36]=[C:37]=[O:38]>O1CCCC1>[CH2:4]([N:3]([CH2:6][C:7]1[N:12]=[C:11]2[S:13][C:14]3[CH2:15][N:16]([C:37](=[O:38])[NH:36][CH3:35])[CH2:17][CH2:18][C:19]=3[C:10]2=[C:9]([C:20]2[CH:25]=[CH:24][C:23]([O:26][CH3:27])=[C:22]([O:28][CH3:29])[CH:21]=2)[C:8]=1[C:30]([O:32][CH2:33][CH3:34])=[O:31])[CH2:1][CH3:2])[CH3:5]. Procedure details: A mixture of the compound obtained in Example 5A (1.22 g), methyl isocyanate (0.17 g) and tetrahydrofuran (20 ml) was stirred at room temperature for 5 hours, after which it was concentrated under reduced pressure. The residue was subjected to silica gel column chromatography and eluted with ethyl acetate-hexane-methanol (20:20:1, v/v) to yield ethyl 2-(N,N-diethylaminomethyl)-4-(3,4-dimethoxyphenyl)-7-methylcarbamoyl-5,6,7,8-tetrahydrothieno[2,3-b:5,4-c']dipyridine-3-carboxylate (for structural... Reactants: C(C1=CC=CC=C1)OC=1C=C2C(=C(N(C(C2=CC1)=O)CC(C)C)CCl)C1=CC(=CC=C1)F (6-benzyloxy-3-chloromethyl-4-(3-fluorophenyl)-2-isobutyl-1(2H)-isoquinolinone), C1(C=2C(C(N1)=O)=CC=CC2)=O.[K] (potassium phthalimide), O (water). Run in CN(C=O)C (N,N-dimethylformamide). The product is C(C1=CC=CC=C1)OC=1C=C2C(=C(N(C(C2=CC1)=O)CC(C)C)CN1C(C2=CC=CC=C2C1=O)=O)C1=CC(=CC=C1)F (2-[[6-benzyloxy-4-(3-fluorophenyl)-2-isobutyl-1-oxo-1,2-dihydro-3-isoquinolinyl]methyl]-1H-isoindole-1,3(2H)-dione). Isolated yield 88.1%. Reaction SMILES: [CH2:1]([O:8][C:9]1[CH:10]=[C:11]2[C:16](=[CH:17][CH:18]=1)[C:15](=[O:19])[N:14]([CH2:20][CH:21]([CH3:23])[CH3:22])[C:13]([CH2:24]Cl)=[C:12]2[C:26]1[CH:31]=[CH:30][CH:29]=[C:28]([F:32])[CH:27]=1)[C:2]1[CH:7]=[CH:6][CH:5]=[CH:4][CH:3]=1.[C:33]1(=[O:43])[NH:37][C:36](=[O:38])[C:35]2=[CH:39][CH:40]=[CH:41][CH:42]=[C:34]12.[K].O>CN(C)C=O>[CH2:1]([O:8][C:9]1[CH:10]=[C:11]2[C:16](=[CH:17][CH:18]=1)[C:15](=[O:19])[N:14]([CH2:20][CH:21]([CH3:23])[CH3:22])[C:13]([CH2:24][N:37]1[C:33](=[O:43])[C:34]3[C:35](=[CH:39][CH:40]=[CH:41][CH:42]=3)[C:36]1=[O:38])=[C:12]2[C:26]1[CH:31]=[CH:30][CH:29]=[C:28]([F:32])[CH:27]=1)[C:2]1[CH:7]=[CH:6][CH:5]=[CH:4][CH:3]=1 |f:1.2,^1:43|. Procedure details: A solution of 6-benzyloxy-3-chloromethyl-4-(3-fluorophenyl)-2-isobutyl-1(2H)-isoquinolinone (3.60 g, 8 mmol) and potassium phthalimide (2.22 g, 12 mmol) in N,N-dimethylformamide (30 ml) was stirred at room temperature for 6 h. The reaction mixture was poured into water and extracted with ethyl acetate. After washing the extract with water, the extract was dried over anhydrous magnesium sulfate and concentrated under reduced pressure. The obtained crystals were recrystallized from ethyl acetate-d... Starting materials: CCN=C=NCCCN(C)C, ClCCl, O=C(O)C(F)(F)F, O=C(O)CNC(=O)c1cccc(C(F)(F)F)c1, NC1CN(C2CC=C(c3ccc4c(c3)OCO4)CC2)C1, On1nnc2ccccc21. Yields the product O=C(CNC(=O)c1cccc(C(F)(F)F)c1)NC1CN(C2CC=C(c3ccc4c(c3)OCO4)CC2)C1. As a reaction SMILES: [CH3:45][CH2:46][N:47]=[C:48]=[N:49][CH2:50][CH2:51][CH2:52][N:53]([CH3:54])[CH3:55].[Cl:66][CH2:67][Cl:68].[F:21][C:22]([F:23])([F:24])[C:25]([OH:26])=[O:27].[F:28][C:29]([c:30]1[cH:31][c:32]([C:33](=[O:34])[NH:35][CH2:36][C:37](=[O:38])[OH:39])[cH:40][cH:41][cH:42]1)([F:43])[F:44].[O:1]1[CH2:2][O:3][c:4]2[c:5]1[cH:6][cH:7][c:8]([C:10]1=[CH:11][CH2:12][CH:13]([N:16]3[CH2:17][CH:18]([NH2:20])[CH2:19]3)[CH2:14][CH2:15]1)[cH:9]2.[OH:56][n:57]1[c:58]2[c:59]([cH:60][cH:61][cH:62][cH:63]2)[n:64][n:65]1>>[O:1]1[CH2:2][O:3][c:4]2[c:5]1[cH:6][cH:7][c:8]([C:10]1=[CH:11][CH2:12][CH:13]([N:16]3[CH2:17][CH:18]([NH:20][C:37]([CH2:36][NH:35][C:33]([c:32]4[cH:31][c:30]([C:29]([F:28])([F:43])[F:44])[cH:42][cH:41][cH:40]4)=[O:34])=[O:38])[CH2:19]3)[CH2:14][CH2:15]1)[cH:9]2.